Dataset: the Open Reaction Database (ORD), a public repository of structured organic reaction records. Task: describe an organic reaction: reactants, conditions, products, and yield The reactants are C(C)(C)(C)OC(NC1=CC(=C(C=C1NC(CC(C1=CC(=CC=C1)N1N=NC=C1)=O)=O)C1=C(C(=CC=C1)F)F)N(C)C)=O ({2-dimethylamino-2′,3′-difluoro-5-[3-oxo-3-(3-[1,2,3]triazol-1-yl-phenyl)-propionylamino]-biphenyl-4-yl}-carbamic acid tert.-butyl ester), C(=O)(C(F)(F)F)O (TFA). Solvent: C(Cl)Cl (CH2Cl2). Product: FC1=C(C=CC=C1F)C=1C(=CC2=C(NC(CC(=N2)C2=CC(=CC=C2)N2N=NC=C2)=O)C1)N(C)C (8-(2,3-Difluoro-phenyl)-7-dimethylamino-4-(3-[1,2,3]triazol-1-yl-phenyl)-1,3-dihydro-benzo[b][1,4]diazepin-2-one), solid. Reaction SMILES: C(OC(=O)[NH:7][C:8]1[C:13]([NH:14][C:15](=[O:30])[CH2:16][C:17](=O)[C:18]2[CH:23]=[CH:22][CH:21]=[C:20]([N:24]3[CH:28]=[CH:27][N:26]=[N:25]3)[CH:19]=2)=[CH:12][C:11]([C:31]2[CH:36]=[CH:35][CH:34]=[C:33]([F:37])[C:32]=2[F:38])=[C:10]([N:39]([CH3:41])[CH3:40])[CH:9]=1)(C)(C)C.C(O)(C(F)(F)F)=O>C(Cl)Cl>[F:38][C:32]1[C:33]([F:37])=[CH:34][CH:35]=[CH:36][C:31]=1[C:11]1[C:10]([N:39]([CH3:41])[CH3:40])=[CH:9][C:8]2[N:7]=[C:17]([C:18]3[CH:23]=[CH:22][CH:21]=[C:20]([N:24]4[CH:28]=[CH:27][N:26]=[N:25]4)[CH:19]=3)[CH2:16][C:15](=[O:30])[NH:14][C:13]=2[CH:12]=1. Procedure: The title compound was prepared from {2-dimethylamino-2′,3′-difluoro-5-[3-oxo-3-(3-[1,2,3]triazol-1-yl-phenyl)-propionylamino]-biphenyl-4-yl}-carbamic acid tert.-butyl ester (Example M8) by treatment with TFA in CH2Cl2 according to the general procedure N. Obtained as a yellow solid (47 mg). The reactants are C(C)(=O)O (acetic acid), C(C)OC(=O)C1C(CCC1)N(C(CC1=NS(C2=C(N1)C=CC(=C2)NS(=O)(=O)C)(=O)=O)=O)CCN(C)C (2-{(2-dimethylamino-ethyl)-[2-(7-methanesulfonylamino-1,1-dioxo-1,4-dihydro-1λ6-benzo[1,2,4]thiadiazin-3-yl)-acetyl]-amino}-cyclopentanecarboxylic acid ethyl ester), [O-]CC.[Na+] (sodium ethoxide). The solvent is C(C)O (ethanol), C(C)O (ethanol). Reaction conditions: temperature 60 celsius, time 2 hour. The product is CN(CCN1C(C(=C([C@@H]2CCC[C@H]12)O)C1=NS(C2=C(N1)C=CC(=C2)NS(=O)(=O)C)(=O)=O)=O)C (cis-N-{3-[1-(2-dimethylamino-ethyl)-4-hydroxy-2-oxo-2,4a,5,6,7,7a-hexahydro-1H-[1]pyrindin-3-yl]-1,1-dioxo-1,4-dihydro-1λ6-benzo[1,2,4]thiadiazin-7-yl}-methanesulfonamide). Yield: 23.4%. RXN SMILES: C([O:3][C:4]([CH:6]1[CH2:10][CH2:9][CH2:8][CH:7]1[N:11]([CH2:32][CH2:33][N:34]([CH3:36])[CH3:35])[C:12](=[O:31])[CH2:13][C:14]1[NH:19][C:18]2[CH:20]=[CH:21][C:22]([NH:24][S:25]([CH3:28])(=[O:27])=[O:26])=[CH:23][C:17]=2[S:16](=[O:30])(=[O:29])[N:15]=1)=O)C.[O-]CC.[Na+].C(O)(=O)C>C(O)C>[CH3:35][N:34]([CH3:36])[CH2:33][CH2:32][N:11]1[C@@H:7]2[C@@H:6]([CH2:10][CH2:9][CH2:8]2)[C:4]([OH:3])=[C:13]([C:14]2[NH:19][C:18]3[CH:20]=[CH:21][C:22]([NH:24][S:25]([CH3:28])(=[O:26])=[O:27])=[CH:23][C:17]=3[S:16](=[O:29])(=[O:30])[N:15]=2)[C:12]1=[O:31] |f:1.2|. Reported procedure: A solution of 2-{(2-dimethylamino-ethyl)-[2-(7-methanesulfonylamino-1,1-dioxo-1,4-dihydro-1λ6-benzo[1,2,4]thiadiazin-3-yl)-acetyl]-amino}-cyclopentanecarboxylic acid ethyl ester (25.4 mg, 0.047 mmol) in ethanol (2 mL) was treated with a 21% w/w solution of sodium ethoxide in ethanol (0.070 mL) and stirred for 2 h at 60° C. Glacial acetic acid (0.100 mL) was added, the solvents were removed in vacuo, and the crude material was purified by prep-HPLC [Column Luna 5μ C18 (2) 100 Å AXIA 50×21.2 mm, 5... Starting materials: phthalidyl ester, CC1([C@@H](N2[C@H](S1)[C@@H](C2=O)NC(=O)[C@@H](C=3C=CC=CC3)N=C)C(=O)O)C (metampicillin), Cl (hydrochloric acid), C(C)(=O)OCC (ethyl acetate), COC1=C(OCC(=O)O)C=CC=C1 (2-methoxyphenoxyacetic acid), [OH-].[Na+] (sodium hydroxide). The solvent is O (water), O (water). Reaction conditions: time 45 minute. Product: CC1([C@@H](N2[C@H](S1)[C@@H](C2=O)NC(=O)[C@@H](C=3C=CC=CC3)N)C(=O)OC4C=5C=CC=CC5C(=O)O4)C.COC1=C(OCC(=O)[O-])C=CC=C1 (talampicillin 2-methoxyphenoxyacetate). Reaction SMILES: [CH3:1][C:2]1([CH3:25])[S:6][C@@H:5]2[C@H:7]([NH:10][C:11]([C@H:13]([N:20]=C)[C:14]3[CH:15]=[CH:16][CH:17]=[CH:18][CH:19]=3)=[O:12])[C:8](=[O:9])[N:4]2[C@H:3]1[C:22]([OH:24])=[O:23].Cl.[CH3:27][O:28][C:29]1[CH:39]=[CH:38][CH:37]=[CH:36][C:30]=1[O:31][CH2:32][C:33]([OH:35])=[O:34].[OH-].[Na+].[C:42]([O:45][CH2:46]C)(=[O:44])C>O>[CH3:1][C:2]1([CH3:25])[S:6][C@@H:5]2[C@H:7]([NH:10][C:11]([C@H:13]([NH2:20])[C:14]3[CH:19]=[CH:18][CH:17]=[CH:16][CH:15]=3)=[O:12])[C:8](=[O:9])[N:4]2[C@H:3]1[C:22]([O:24][CH:46]1[O:45][C:42](=[O:44])[C:29]2[CH:39]=[CH:38][CH:37]=[CH:36][C:30]1=2)=[O:23].[CH3:27][O:28][C:29]1[CH:39]=[CH:38][CH:37]=[CH:36][C:30]=1[O:31][CH2:32][C:33]([O-:35])=[O:34] |f:3.4,7.8|. Procedure details: To a solution of 20.4 g of phthalidyl ester of metampicillin in 100 ml of ethyl acetate there is added a solution of 40 ml of N hydrochloric acid in 120 ml of water. The mixture is maintained under stirring for 45 minutes at room temperature, the organic phase is separated off and the aqueous phase is washed twice with diethyl ether. The aqueous solution is let stand for 20 minutes at 20° C. under reduced pressure, and then it is filtered through asbestos pretreated with hydrochloric acid. To th... Starting materials: O (H2O), FCC=1N(C(=NN1)S)C1=CC=C(C2=CC=CC=C12)C (5-fluoromethyl-4-(4-methyl-naphthalen-1-yl)-4H-[1,2,4]triazole-3-thiol), C(=O)([O-])[O-].[K+].[K+] (K2CO3), ClCC(=O)NC1=C(C=C(C=C1)S(N)(=O)=O)C (2-chloro-N-(2-methyl-4-sulfamoyl-phenyl)-acetamide). Run in CN(C)C=O (DMF). Run at time 16 hour. The product is FCC=1N(C(=NN1)SCC(=O)NC1=C(C=C(C=C1)S(N)(=O)=O)C)C1=CC=C(C2=CC=CC=C12)C (2-[5-Fluoromethyl-4-(4-methyl-naphthalen-1-yl)-4H-[1,2,4]triazol-3-ylsulfanyl]-N-(2-methyl-4-sulfamoyl-phenyl)-acetamide). The yield is 50.0%. RXN SMILES: [F:1][CH2:2][C:3]1[N:4]([C:9]2[C:18]3[C:13](=[CH:14][CH:15]=[CH:16][CH:17]=3)[C:12]([CH3:19])=[CH:11][CH:10]=2)[C:5]([SH:8])=[N:6][N:7]=1.C([O-])([O-])=O.[K+].[K+].Cl[CH2:27][C:28]([NH:30][C:31]1[CH:36]=[CH:35][C:34]([S:37](=[O:40])(=[O:39])[NH2:38])=[CH:33][C:32]=1[CH3:41])=[O:29].O>CN(C=O)C>[F:1][CH2:2][C:3]1[N:4]([C:9]2[C:18]3[C:13](=[CH:14][CH:15]=[CH:16][CH:17]=3)[C:12]([CH3:19])=[CH:11][CH:10]=2)[C:5]([S:8][CH2:27][C:28]([NH:30][C:31]2[CH:36]=[CH:35][C:34]([S:37](=[O:40])(=[O:39])[NH2:38])=[CH:33][C:32]=2[CH3:41])=[O:29])=[N:6][N:7]=1 |f:1.2.3|. Procedure details: In a solution of 5-fluoromethyl-4-(4-methyl-naphthalen-1-yl)-4H-[1,2,4]triazole-3-thiol (89 mg, 0.33 mmol), K2CO3 (50.0 mg, 0.36 mmol) in DMF (2.0 mL) was added 2-chloro-N-(2-methyl-4-sulfamoyl-phenyl)-acetamide (87 mg, 0.33 mmol). The reaction mixture was stirred at room temperature for 16 h. Upon the completion of the reaction, H2O (2.0 mL) was added to the reaction and stirred til precipitation occurred and filtered. Purified by reverse phase HPLC resulted product as a solid in (53.3 mg, 50% ... The reactants are CC#N, COCCOc1cc(-c2ccccc2S(N)(=O)=O)ccc1Cn1c(-c2ccccc2)nc(OCCOC)c1C=O, [K+], [K+], O=C([O-])[O-]. Yields the product COCCOc1cc(-c2ccccc2S(=O)(=O)NC#N)ccc1Cn1c(-c2ccccc2)nc(OCCOC)c1C=O. RXN SMILES: [CH3:47][C:48]#[N:49].[CH:1](=[O:2])[c:3]1[c:4]([O:36][CH2:37][CH2:38][O:39][CH3:40])[n:5][c:6](-[c:30]2[cH:31][cH:32][cH:33][cH:34][cH:35]2)[n:7]1[CH2:8][c:9]1[c:10]([O:25][CH2:26][CH2:27][O:28][CH3:29])[cH:11][c:12](-[c:15]2[c:16]([S:21](=[O:22])(=[O:23])[NH2:24])[cH:17][cH:18][cH:19][cH:20]2)[cH:13][cH:14]1.[K+:41].[K+:42].[O-:43][C:44]([O-:45])=[O:46]>>[CH:1](=[O:2])[c:3]1[c:4]([O:36][CH2:37][CH2:38][O:39][CH3:40])[n:5][c:6](-[c:30]2[cH:31][cH:32][cH:33][cH:34][cH:35]2)[n:7]1[CH2:8][c:9]1[c:10]([O:25][CH2:26][CH2:27][O:28][CH3:29])[cH:11][c:12](-[c:15]2[c:16]([S:21](=[O:22])(=[O:23])[NH:24][C:48]#[N:49])[cH:17][cH:18][cH:19][cH:20]2)[cH:13][cH:14]1. The product is ClC1=CC=C(C=C1)NC(N(C1CCCCCC1)CC1=CC(=CC=C1)CN(C(=O)NC1=CC=C(C=C1)Cl)C1CCCCCC1)=O (1,3-bis[[3-(p-chlorophenyl)-1-cycloheptylureido]methyl]benzene). RXN SMILES: [CH:1]1([NH:8][CH2:9][C:10]2[CH:15]=[CH:14][CH:13]=[C:12]([CH2:16][NH:17][CH:18]3[CH2:24][CH2:23][CH2:22][CH2:21][CH2:20][CH2:19]3)[CH:11]=2)[CH2:7][CH2:6][CH2:5][CH2:4][CH2:3][CH2:2]1.[Cl:25][C:26]1[CH:31]=[CH:30][C:29]([N:32]=[C:33]=[O:34])=[CH:28][CH:27]=1>CCCCCC>[Cl:25][C:26]1[CH:31]=[CH:30][C:29]([NH:32][C:33](=[O:34])[N:17]([CH2:16][C:12]2[CH:13]=[CH:14][CH:15]=[C:10]([CH2:9][N:8]([CH:1]3[CH2:7][CH2:6][CH2:5][CH2:4][CH2:3][CH2:2]3)[C:33]([NH:32][C:29]3[CH:30]=[CH:31][C:26]([Cl:25])=[CH:27][CH:28]=3)=[O:34])[CH:11]=2)[CH:18]2[CH2:24][CH2:23][CH2:22][CH2:21][CH2:20][CH2:19]2)=[CH:28][CH:27]=1. Starting materials: C1(CCCCCC1)NCC1=CC(=CC=C1)CNC1CCCCCC1 (N,N'-dicycloheptyl-m-xylylenediamine), ClC1=CC=C(C=C1)N=C=O (4-chlorophenyl isocyanate). Run in CCCCCC (n-hexane), CCCCCC (n-hexane). Reaction conditions: time 2 hour. Procedure: To a solution of 0.5 g N,N'-dicycloheptyl-m-xylylenediamine in 50 ml n-hexane, was added dropwise with stirring 5 ml of a n-hexane solution containing 0.25 g 4-chlorophenyl isocyanate under ice cooling, and stirring was continued at room temperature for two hours. After distilling off the solvent under reduced pressure, the residue was purified by silica gel column chromatography, giving 0.9 g of 1,3-bis[[3-(p-chlorophenyl)-1-cycloheptylureido]methyl]benzene as amorphous solid. Yield: 173.9%. Reactants: CC=1N=C(SC1C)N (4,5-Dimethylthiazol-2-ylamine), BrCC1=C(C=CC=C1F)Cl (2-bromomethyl-1-chloro-3-fluorobenzene), C12(CC3CC(CC(C1)C3)C2)C(=O)O (1-adamantane carboxylic acid). The product is ClC1=C(CN2/C(/SC(=C2C)C)=N/C(=O)C23CC4CC(CC(C2)C4)C3)C(=CC=C1)F (N-[(2Z)-3-(2-chloro-6-fluorobenzyl)-4,5-dimethyl-1,3-thiazol-2(3H)-ylidene]adamantane-1-carboxamide). As a reaction SMILES: [CH3:1][C:2]1[N:3]=[C:4]([NH2:8])[S:5][C:6]=1[CH3:7].Br[CH2:10][C:11]1[C:16]([F:17])=[CH:15][CH:14]=[CH:13][C:12]=1[Cl:18].[C:19]12([C:29](O)=[O:30])[CH2:28][CH:23]3[CH2:24][CH:25]([CH2:27][CH:21]([CH2:22]3)[CH2:20]1)[CH2:26]2>>[Cl:18][C:12]1[CH:13]=[CH:14][CH:15]=[C:16]([F:17])[C:11]=1[CH2:10][N:3]1[C:2]([CH3:1])=[C:6]([CH3:7])[S:5]/[C:4]/1=[N:8]\[C:29]([C:19]12[CH2:28][CH:23]3[CH2:22][CH:21]([CH2:27][CH:25]([CH2:24]3)[CH2:26]1)[CH2:20]2)=[O:30]. Procedure: 4,5-Dimethylthiazol-2-ylamine, 2-bromomethyl-1-chloro-3-fluorobenzene and 1-adamantane carboxylic acid were processed according to the method of Example 47 to afford the title compound. 1H NMR (CDCl3, 500 MHz) δ ppm 1.50-1.70 (m, 12 H) 1.80-1.93 (m, 3 H) 2.17 (s, 3 H) 2.22 (s, 3 H) 5.42 (s, 2 H) 7.11-7.22 (m, 1 H) 7.26-7.41 (m, 2 H); MS (ESI) m/z 433 (M+H)+. Reactants: CCOC(C)=N, Cl, [Na+], [OH-], O, CC(O)C1C(=O)N2C(C(=O)O)=C(C3CCNC3)CC12. RXN SMILES: [C:21]([CH3:22])([O:23][CH2:24][CH3:25])=[NH:26].[ClH:20].[Na+:28].[OH-:27].[OH2:29].[OH:1][CH:2]([CH3:3])[CH:4]1[CH:5]2[CH2:6][C:7]([CH:15]3[CH2:16][NH:17][CH2:18][CH2:19]3)=[C:8]([C:12](=[O:13])[OH:14])[N:9]2[C:10]1=[O:11]>>[OH:1][CH:2]([CH3:3])[CH:4]1[CH:5]2[CH2:6][C:7]([CH:15]3[CH2:16][N:17]([C:21]([CH3:22])=[NH:26])[CH2:18][CH2:19]3)=[C:8]([C:12](=[O:13])[OH:14])[N:9]2[C:10]1=[O:11]. The product is CC(=N)N1CCC(C2=C(C(=O)O)N3C(=O)C(C(C)O)C3C2)C1. The reactants are C(\C=C\CC)=O (trans-2-pentenal), C1(=CC=CC=C1)C([C@H]1NCCC1)(O[Si](C)(C)C)C1=CC=CC=C1 ((2S)-2-{diphenyl[(trimethylsilyl)oxy]methyl}pyrrolidine), CO (methanol), C(OC)(OC)OC (trimethyl orthoformate), O.C1(=CC=C(C=C1)S(=O)(=O)O)C (p-toluenesulfonic acid monohydrate). The solvent is [N+](=O)([O-])C (Nitromethane). Run at time 8 hour. The product is COC(C[C@@H](CC)C[N+](=O)[O-])OC ((3R)-1,1-Dimethoxy-3-(nitromethyl)pentane). Reaction SMILES: C(=O)/C=C/CC.[C:7]1([C:13]([C:24]2C=CC=CC=2)(O[Si](C)(C)C)[C@@H:14]2CCC[NH:15]2)C=CC=C[CH:8]=1.[CH:30](OC)([O:33][CH3:34])[O:31][CH3:32].[OH2:37].C1(C)C=CC(S(O)(=O)=O)=CC=1.C[OH:50]>[N+](C)([O-])=O>[CH3:32][O:31][CH:30]([O:33][CH3:34])[CH2:24][C@H:13]([CH2:14][N+:15]([O-:50])=[O:37])[CH2:7][CH3:8] |f:3.4|. Procedure details: Nitromethane (4.33 mL) was added to a solution of trans-2-pentenal (2.27 g) and (2S)-2-{diphenyl[(trimethylsilyl)oxy]methyl}pyrrolidine (Org. Lett., 2007, vol. 9, p. 5307) (920 mg) in methanol (54 mL) with stirring at room temperature. The mixture was stirred at room temperature for 4 days. Then, trimethyl orthoformate (17.7 mL) and p-toluenesulfonic acid monohydrate (1.03 g) were added to the reaction solution, and the mixture was further stirred overnight. The reaction solution was concentrate...